describe an organic reaction: reactants, conditions, products, and yield From a dataset of the Open Reaction Database (ORD), a public repository of structured organic reaction records. The reactants are OC1(C2C=C(C(C1)CC2)C2=CC=CC=C2)CC(=O)O (rac-(1R*,2R*,4R*)-(2-hydroxy-5-phenyl-bicyclo[2.2.2]oct-5-en-2-yl)-acetic acid), FC(C1=CC(=CC=2NC(=NC21)CCCNC)C(F)(F)F)(F)F ([3-(4,6-bis-trifluoromethyl-1H-benzoimidazol-2-yl)-propyl]-methyl-amine). Product: FC(C1=CC(=CC=2NC(=NC21)CCCN(CCC2(C1C=C(C(C2)CC1)C1=CC=CC=C1)O)C)C(F)(F)F)(F)F (rac-(1R*,2R*,4R*)-2-(2-{[3-(4,6-Bis-trifluoromethyl-1H-benzoimidazol-2-yl)-propyl]-methyl-amino}-ethyl)-5-phenyl-bicyclo[2.2.2]oct-5-en-2-ol). Reaction SMILES: [OH:1][C:2]1([CH2:16][C:17](O)=O)[CH2:7][CH:6]2[CH2:8][CH2:9][CH:3]1[CH:4]=[C:5]2[C:10]1[CH:15]=[CH:14][CH:13]=[CH:12][CH:11]=1.[F:20][C:21]([F:41])([F:40])[C:22]1[C:30]2[N:29]=[C:28]([CH2:31][CH2:32][CH2:33][NH:34][CH3:35])[NH:27][C:26]=2[CH:25]=[C:24]([C:36]([F:39])([F:38])[F:37])[CH:23]=1>>[F:41][C:21]([F:20])([F:40])[C:22]1[C:30]2[N:29]=[C:28]([CH2:31][CH2:32][CH2:33][N:34]([CH3:35])[CH2:17][CH2:16][C:2]3([OH:1])[CH2:7][CH:6]4[CH2:8][CH2:9][CH:3]3[CH:4]=[C:5]4[C:10]3[CH:15]=[CH:14][CH:13]=[CH:12][CH:11]=3)[NH:27][C:26]=2[CH:25]=[C:24]([C:36]([F:37])([F:38])[F:39])[CH:23]=1. Reported procedure: Prepared according to procedures P2.2 to P2.3 in Example 21 using rac-(1R*,2R*,4R*)-(2-hydroxy-5-phenyl-bicyclo[2.2.2]oct-5-en-2-yl)-acetic acid and [3-(4,6-bis-trifluoromethyl-1H-benzoimidazol-2-yl)-propyl]-methyl-amine. Run in O (water). As a reaction SMILES: Br[C:2]1[CH:11]=[C:10]([CH:12]([CH:14]2[CH2:19][CH2:18][CH2:17][CH2:16][CH2:15]2)[OH:13])[C:9]2[C:4](=[CH:5][CH:6]=[CH:7][CH:8]=2)[N:3]=1.[F-].C([N+](CCCC)(CCCC)CCCC)CCC.Cl.[O:39]1CCOCC1>O>[CH:14]1([CH:12]([C:10]2[C:9]3[C:4](=[CH:5][CH:6]=[CH:7][CH:8]=3)[N:3]=[C:2]([OH:39])[CH:11]=2)[OH:13])[CH2:19][CH2:18][CH2:17][CH2:16][CH2:15]1 |f:1.2|. Reported procedure: A solution of 2-bromo-α-cyclohexyl-4-quinolinemethanol (100 mg, 0.31 mmol) in dioxan (1 mL) was treated with 1-M HCl, stirred at room temperature for 16 h, refluxed for 24 h, cooled, diluted with water (5 mL), the resulting solid filtered and dried under vacuum to give the title compound (58 mg, 73%) as a white solid: mp>250° C.; IR νmax (Nujol)/cm−1 3451, 2956, 2924, 2854, 1649, 1546, 1437, 1103, 886 and 760; NMR δH (400 MHz, DMSO-d6) 1.07-1.29 (5H, m), 1.53-1.69 (6H, m), 4.77 (1H, t, J 4.5 Hz)... The product is C1(CCCCC1)C(O)C1=CC(=NC2=CC=CC=C12)O (α-Cyclohexyl-2-hydroxy-4-quinolinemethanol). Run at time 16 hour. The yield is 73.0%. The reactants are BrC1=NC2=CC=CC=C2C(=C1)C(O)C1CCCCC1 (2-bromo-α-cyclohexyl-4-quinolinemethanol), [F-].C(CCC)[N+](CCCC)(CCCC)CCCC (tetrabutylammonium fluoride), Cl (HCl), O1CCOCC1 (dioxan). Reactants: C(C=C)C1=C(C2=CC=CC=C2C=C1)O[Si](C)(C)C(C)(C)C (2-(2-Propenyl)-1-t-butyldimethylsilyloxynaphthalene), Cl (hydrochloric acid), NC(=S)N (thiourea), C(C)O (ethanol). Solvent: O (water). Product: Cl.[Si](C)(C)(C(C)(C)C)OC1=C(C=CC2=CC=CC=C12)CCCNC(S)=N (3-(1-t-Butyldimethylsilyloxy-2-naphthyl)propylisothiourea hydrochloride). Yield: 86.0%. Reaction SMILES: [CH2:1]([C:4]1[CH:13]=[CH:12][C:11]2[C:6](=[CH:7][CH:8]=[CH:9][CH:10]=2)[C:5]=1[O:14][Si:15]([C:18]([CH3:21])([CH3:20])[CH3:19])([CH3:17])[CH3:16])[CH:2]=[CH2:3].[NH2:22][C:23]([NH2:25])=[S:24].C(O)C.[ClH:29]>O>[ClH:29].[Si:15]([O:14][C:5]1[C:6]2[C:11](=[CH:10][CH:9]=[CH:8][CH:7]=2)[CH:12]=[CH:13][C:4]=1[CH2:1][CH2:2][CH2:3][NH:25][C:23](=[NH:22])[SH:24])([C:18]([CH3:21])([CH3:20])[CH3:19])([CH3:16])[CH3:17] |f:5.6|. Procedure details: A mixture of the product of Example 122 Part C (1.55 g, 0.004 mole). thiourea (0.31 g, 0.004 mole), and absolute ethanol (8.0 mL) was heated at reflux for 7 hours. The cooled solution was treated with water (5.0 mL), cooled to 0°. and treated with concentrated hydrochloric acid (5.0 mL). The precipitated solid was isolated by filtration rinsed with water and air-dried to provide the title compound (1.45 g, 86%) as a white powder, mp 190°-194°. Starting materials: OB(O)O, C[SiH](C)OC1(CC[N+](=O)[O-])CC(C(C)(C)C)CN1C(=O)OC(C)(C)C, CC(C)(C)O, CCCCCCC, [H-], [K+], O=[Mn](=O)(=O)[O-], [Na+], [Na+], [Na+], O, O, O, O, O, O, O=S([O-])([O-])=S, O=S(=O)(O)O. Yields the product C[SiH](C)OC1(CC=O)CC(C(C)(C)C)CN1C(=O)OC(C)(C)C. RXN SMILES: [B:34]([OH:35])([OH:36])[OH:37].[C:3]([CH3:4])([CH3:5])([CH3:6])[O:7][C:8](=[O:9])[N:10]1[C:11]([CH2:19][CH2:20][N+:21]([O-:22])=[O:23])([O:24][SiH:25]([CH3:26])[CH3:27])[CH2:12][CH:13]([C:15]([CH3:16])([CH3:17])[CH3:18])[CH2:14]1.[C:55]([OH:56])([CH3:57])([CH3:58])[CH3:59].[CH3:61][CH2:62][CH2:63][CH2:64][CH2:65][CH2:66][CH3:67].[H-:1].[K+:33].[Mn:28](=[O:29])([O-:30])(=[O:31])=[O:32].[Na+:2].[Na+:48].[Na+:49].[OH2:38].[OH2:39].[OH2:40].[OH2:41].[OH2:42].[OH2:60].[S:43]([O-:44])([O-:45])(=[O:46])=[S:47].[S:50](=[O:51])(=[O:52])([OH:53])[OH:54]>>[C:3]([CH3:4])([CH3:5])([CH3:6])[O:7][C:8](=[O:9])[N:10]1[C:11]([CH2:19][CH:20]=[O:29])([O:24][SiH:25]([CH3:26])[CH3:27])[CH2:12][CH:13]([C:15]([CH3:16])([CH3:17])[CH3:18])[CH2:14]1. The reactants are OC1=C(C=C(C(=O)O)C=C1)C (4-hydroxy-3-methylbenzoic acid), C(C=C)O (allyl alcohol), S(O)(O)(=O)=O (sulfuric acid). Reaction conditions: temperature 100 celsius. Yields the product OC1=C(C=C(C(=O)OCC=C)C=C1)C (allyl 4-hydroxy-3-methylbenzoate). Yield: 92.0%. Reaction SMILES: [OH:1][C:2]1[CH:10]=[CH:9][C:5]([C:6]([OH:8])=[O:7])=[CH:4][C:3]=1[CH3:11].S(=O)(=O)(O)O.[CH2:17](O)[CH:18]=[CH2:19]>>[OH:1][C:2]1[CH:10]=[CH:9][C:5]([C:6]([O:8][CH2:19][CH:18]=[CH2:17])=[O:7])=[CH:4][C:3]=1[CH3:11]. Procedure details: Into a round bottom flask there are introduced 9.5 g (62 mmoles) of 4-hydroxy-3-methylbenzoic acid and 70 ml of allyl alcohol. 1.8 ml of concentrated sulfuric acid are added and the mixture is heated at 100° C. for 8 hours. The reaction mixture is then evaporated to dryness, neutralized with sodium bicarbonate and extracted with dichloromethane. The organic phase is decanted, washed with water, dried over magnesium sulfate and evaporated. The resulting residue is purified simply by filtration ov...